From a dataset of the Open Reaction Database (ORD), a public repository of structured organic reaction records. describe an organic reaction: reactants, conditions, products, and yield Starting materials: COC(=O)C=1C=2C(=C(NC2C=CC1)C1=CC=C(C=C1)F)C=O (2-(4-fluoro-phenyl)-3-formyl-1H-indole-4-carboxylic acid methyl ester), NN (hydrazine). Yields the product FC1=CC=C(C=C1)C=1NC=2C=CC=C3C2C1C=NNC3=O (2-(4-fluoro-phenyl)-1,5-dihydro-[1,2]diazepino[4,5,6-cd]indol-6-one). As a reaction SMILES: C[O:2][C:3]([C:5]1[C:6]2[C:7]([CH:21]=O)=[C:8]([C:14]3[CH:19]=[CH:18][C:17]([F:20])=[CH:16][CH:15]=3)[NH:9][C:10]=2[CH:11]=[CH:12][CH:13]=1)=O.[NH2:23][NH2:24]>>[F:20][C:17]1[CH:18]=[CH:19][C:14]([C:8]2[NH:9][C:10]3[CH:11]=[CH:12][CH:13]=[C:5]4[C:3](=[O:2])[NH:24][N:23]=[CH:21][C:7]=2[C:6]=34)=[CH:15][CH:16]=1. Procedure details: In a manner similar to that described for Example ZZZ, 2-(4-fluoro-phenyl)-3-formyl-1H-indole-4-carboxylic acid methyl ester (145 mg, 0.49 mmol) was condensed with hydrazine (45 mg, 1.41 mmol) to give 2-(4-fluoro-phenyl)-1,5-dihydro-[1,2]diazepino[4,5,6-cd]indol-6-one, 120 mg (88%) as a bright yellow solid: m.p. 340-341° C. (dec); 1H NMR (300 MHz, d6-DMSO) δ 7.22 (app t, J=7.8 Hz 1H), 7.43 (m, 3H), 7.54 (m, 2H), 7.73 (m, 2H), 10.33 (s, 1H), 12.23 (br s, 1H). MS (electrospray, MH+) 280. Anal. (C1... The reactants are CCOC(=O)C(=C1CN(C(c2ccccc2)c2ccccc2)C1)c1cc(F)cc(Br)c1, C1CCOC1. The product is CCOC(=O)C(c1cc(F)cc(Br)c1)C1CN(C(c2ccccc2)c2ccccc2)C1. Reaction SMILES: [Br:1][c:2]1[cH:3][c:4]([C:9]([C:10](=[O:11])[O:12][CH2:13][CH3:14])=[C:15]2[CH2:16][N:17]([CH:19]([c:20]3[cH:21][cH:22][cH:23][cH:24][cH:25]3)[c:26]3[cH:27][cH:28][cH:29][cH:30][cH:31]3)[CH2:18]2)[cH:5][c:6]([F:8])[cH:7]1.[CH2:32]1[O:33][CH2:34][CH2:35][CH2:36]1>>[Br:1][c:2]1[cH:3][c:4]([CH:9]([C:10](=[O:11])[O:12][CH2:13][CH3:14])[CH:15]2[CH2:16][N:17]([CH:19]([c:20]3[cH:21][cH:22][cH:23][cH:24][cH:25]3)[c:26]3[cH:27][cH:28][cH:29][cH:30][cH:31]3)[CH2:18]2)[cH:5][c:6]([F:8])[cH:7]1.